This data is from the Open Reaction Database (ORD), a public repository of structured organic reaction records. The task is: describe an organic reaction: reactants, conditions, products, and yield The reactants are CN1C(CC[C@@]2(C3=C(CC[C@@H]12)C=C(C=C3)Br)C)=O ((+)-(4aR)-(10bR)-4-methyl-8-bromo-10b-methyl-1,2,3,4,4a,5,6,10b-octahydrobenzo[f]quinolin-3-one), ClC=1C=C(C=CC1)B(O)O (3-chlorophenylboronic acid), C([O-])([O-])=O.[Na+].[Na+] (sodium carbonate), C1(=CC=CC=C1)C (toluene). The reagents and catalysts are [Pd].C1(=CC=CC=C1)P(C1=CC=CC=C1)C1=CC=CC=C1.C1(=CC=CC=C1)P(C1=CC=CC=C1)C1=CC=CC=C1.C1(=CC=CC=C1)P(C1=CC=CC=C1)C1=CC=CC=C1.C1(=CC=CC=C1)P(C1=CC=CC=C1)C1=CC=CC=C1 (tetrakis(triphenylphosphine) palladium (0)). Run in ClCCl (dichloromethane). The product is CN1C(CC[C@@]2(C3=C(CCC12)C=C(C=C3)C3=CC(=CC=C3)Cl)C)=O ((10bR)-4-methyl-8-(3-chlorophenyl)-10b-methyl-1,2,3,4,4a,5,6,10b-octahydrobenzo[f]quinolin-3-one). The yield is 74.2%. Reaction SMILES: [CH3:1][N:2]1[C@H:11]2[C@@:6]([CH3:17])([C:7]3[CH:15]=[CH:14][C:13](Br)=[CH:12][C:8]=3[CH2:9][CH2:10]2)[CH2:5][CH2:4][C:3]1=[O:18].[Cl:19][C:20]1[CH:21]=[C:22](B(O)O)[CH:23]=[CH:24][CH:25]=1.C(=O)([O-])[O-].[Na+].[Na+].C1(C)C=CC=CC=1>ClCCl.[Pd].C1(P(C2C=CC=CC=2)C2C=CC=CC=2)C=CC=CC=1.C1(P(C2C=CC=CC=2)C2C=CC=CC=2)C=CC=CC=1.C1(P(C2C=CC=CC=2)C2C=CC=CC=2)C=CC=CC=1.C1(P(C2C=CC=CC=2)C2C=CC=CC=2)C=CC=CC=1>[CH3:1][N:2]1[CH:11]2[C@@:6]([CH3:17])([C:7]3[CH:15]=[CH:14][C:13]([C:24]4[CH:23]=[CH:22][CH:21]=[C:20]([Cl:19])[CH:25]=4)=[CH:12][C:8]=3[CH2:9][CH2:10]2)[CH2:5][CH2:4][C:3]1=[O:18] |f:2.3.4,7.8.9.10.11|. Procedure: A 15 mL round bottom flask was charged with (+)-(4aR)-(10bR)-4-methyl-8-bromo-10b-methyl-1,2,3,4,4a,5,6,10b-octahydrobenzo[f]quinolin-3-one (200 mg, 0.65 mmol), tetrakis(triphenylphosphine) palladium (0) (23 mg, 0.02 mmol), 3-chlorophenylboronic acid (122 mg, 0.78 mmol), 0.65 mL of 2M sodium carbonate solution and 1.5 mL of toluene, fitted with a reflux condenser, and the stirred mixture was heated at 80°, under nitrogen, for 24 h. The mixture was cooled, diluted with dichloromethane (75 mL) and... Starting materials: C1(=CC=C(C=C1)S(=O)(=O)O)C (para-toluenesulfonic acid), CCOC(=O)C1=C(NC(=C(C1C=2C=CC=CC2Cl)C(=O)OC)C)COCCN (amlodipine). Run in CO (methanol), CO (methanol), CO (methanol). Run at temperature 23 celsius, time 3 hour. Yields the product CCOC(=O)C1=C(NC(=C(C1C=2C=CC=CC2Cl)C(=O)OC)C)COCCN.C1(=CC=C(C=C1)S(=O)(=O)[O-])C (Amlodipine Para-toluenesulfonate). As a reaction SMILES: [C:1]1([CH3:11])[CH:6]=[CH:5][C:4]([S:7]([OH:10])(=[O:9])=[O:8])=[CH:3][CH:2]=1.[CH3:12][CH2:13][O:14][C:15]([C:17]1[CH:22]([C:23]2[CH:24]=[CH:25][CH:26]=[CH:27][C:28]=2[Cl:29])[C:21]([C:30]([O:32][CH3:33])=[O:31])=[C:20]([CH3:34])[NH:19][C:18]=1[CH2:35][O:36][CH2:37][CH2:38][NH2:39])=[O:16]>CO>[CH3:12][CH2:13][O:14][C:15]([C:17]1[CH:22]([C:23]2[CH:24]=[CH:25][CH:26]=[CH:27][C:28]=2[Cl:29])[C:21]([C:30]([O:32][CH3:33])=[O:31])=[C:20]([CH3:34])[NH:19][C:18]=1[CH2:35][O:36][CH2:37][CH2:38][NH2:39])=[O:16].[C:1]1([CH3:11])[CH:2]=[CH:3][C:4]([S:7]([O-:10])(=[O:8])=[O:9])=[CH:5][CH:6]=1 |f:3.4|. Procedure details: In 100 ml of methanol was dissolved 20 g of para-toluenesulfonic acid. A solution of 40 g of the amlodipine prepared in Reference Example 1 in 500 ml of methanol was added dropwise to the methanol solution, followed by stirring at 23° C. for 3 hours. The reactants are C(C)(C)(C)OC(NCCC(NC(C)(C)C)=O)=O ((2-tert-Butylcarbamoyl-ethyl)-carbamic acid tert-butyl ester), FC(C(=O)O)(F)F (trifluoroacetic acid). Conditions: time 3 hour. The product is NCCC(=O)NC(C)(C)C (3-Amino-N-tert-butyl-propionamide), C(=O)(C(F)(F)F)O (TFA). RXN SMILES: C(OC(=O)[NH:7][CH2:8][CH2:9][C:10](=[O:16])[NH:11][C:12]([CH3:15])([CH3:14])[CH3:13])(C)(C)C.[F:18][C:19]([F:24])([F:23])[C:20]([OH:22])=[O:21]>>[NH2:7][CH2:8][CH2:9][C:10]([NH:11][C:12]([CH3:15])([CH3:14])[CH3:13])=[O:16].[C:20]([OH:22])([C:19]([F:24])([F:23])[F:18])=[O:21]. Procedure: (2-tert-Butylcarbamoyl-ethyl)-carbamic acid tert-butyl ester (0.65 g, 2.64 mmol) is dissolved in trifluoroacetic acid (3.5 ml) and allowed to stir at room temperature under an inert atmosphere for 3 hours. The solvent is removed in vacuo to yield the titled compound as a TFA salt which is used crude in the next step: The reactants are C(C1=CC=CC=C1)(=O)N1CCC2(CC1)CC(C1=CC(=CC=C1C2)OC)=O (N-Benzoyl-3,4-dihydro-7-methoxyspiro-[naphthalene-3,4'-piperidine]-1-one), Cl (HCl). Solvent: O (water), C(C)O (ethanol). Reaction conditions: temperature 90 celsius. The product is Cl.COC1=CC=C2CC3(CCNCC3)CC(C2=C1)=O (3,4-dihydro-7-methoxyspiro-[naphthalene-3,4'-piperidine]-1-one hydrochloride). RXN SMILES: C([N:9]1[CH2:14][CH2:13][C:12]2([CH2:23][C:22]3[C:17](=[CH:18][C:19]([O:24][CH3:25])=[CH:20][CH:21]=3)[C:16](=[O:26])[CH2:15]2)[CH2:11][CH2:10]1)(=O)C1C=CC=CC=1.[ClH:27]>C(O)C.O>[ClH:27].[CH3:25][O:24][C:19]1[CH:18]=[C:17]2[C:22]([CH2:23][C:12]3([CH2:15][C:16]2=[O:26])[CH2:11][CH2:10][NH:9][CH2:14][CH2:13]3)=[CH:21][CH:20]=1 |f:4.5|. Procedure: A solution of N-Benzoyl-3,4-dihydro-7-methoxyspiro-[naphthalene-3,4'-piperidine]-1-one (3.4 g, 7.8 mmole) in ethanol (100 mL) is treated with 6 N HCl (100 mL) and heated to reflux for 5 hours. The reaction is cooled to 90 ° C. and heated at this temperature for 16 hours. The reaction is cooled to room temperature, diluted with 300 mL water and extracted with two 75 mL portions of ethyl acetate. The aqueous phase is then diluted with ethanol (1 L) and concentrated at reduced pressure to dryness. ... The reactants are BrC=1C=C(C=2NC=3C=C(C=CC3C2N1)N1CCN(CC1)C)C(=O)OC (methyl 2-bromo-7-(4-methylpiperazin-1-yl)-5H-pyrido[3,2-b]indole-4-carboxylate), N (NH3). The solvent is CO (MeOH). Run at temperature 80 celsius. Product: BrC=1C=C(C=2NC=3C=C(C=CC3C2N1)N1CCN(CC1)C)C(=O)N (2-bromo-7-(4-methylpiperazin-1-yl)-5H-pyrido[3,2-b]indole-4-carboxamide). Yield: 66.0%. RXN SMILES: [Br:1][C:2]1[CH:3]=[C:4]([C:22]([O:24]C)=O)[C:5]2[NH:6][C:7]3[CH:8]=[C:9]([N:15]4[CH2:20][CH2:19][N:18]([CH3:21])[CH2:17][CH2:16]4)[CH:10]=[CH:11][C:12]=3[C:13]=2[N:14]=1.[NH3:26]>CO>[Br:1][C:2]1[CH:3]=[C:4]([C:22]([NH2:26])=[O:24])[C:5]2[NH:6][C:7]3[CH:8]=[C:9]([N:15]4[CH2:20][CH2:19][N:18]([CH3:21])[CH2:17][CH2:16]4)[CH:10]=[CH:11][C:12]=3[C:13]=2[N:14]=1. Reported procedure: A mixture of methyl 2-bromo-7-(4-methylpiperazin-1-yl)-5H-pyrido[3,2-b]indole-4-carboxylate (300 mg, 0.744 mmol) and 7 N NH3 in MeOH (5 mL) in a sealed microwave vial was heated in an oil bath at 80° C. for 16 h. After cooling to RT, the solid was collected by filtration, washed with MeOH, and air-dried to afford 2-bromo-7-(4-methylpiperazin-1-yl)-5H-pyrido[3,2-b]indole-4-carboxamide (200 mg, 0.489 mmol, 66% yield). MS (ESI) m/z 390.0 (M+H); LCMS Ret Time: 1.242 min; PHENOMENEX® Luna S10 4.6×50 ... Reactants: O (water), NC1=C2N=CN(C2=NC=N1)CC1=NC2=CC=CC(=C2C(N1C1=C(C=CC=C1)OCC#C)=O)C (2-(6-Aminopurin-9-ylmethyl)-5-methyl-3-(2-prop-2-ynyloxyphenyl)-3H-quinazolin-4-one), C(C#C)Cl (propargyl chloride), C([O-])([O-])=O.[K+].[K+] (potassium carbonate). The solvent is CN(C)C=O (DMF). Reaction conditions: temperature 80 celsius, time 16 hour. Yields the product NC1=C2N=CN(C2=NC=N1)CC1=NC2=CC=CC(=C2C(N1C1=C(C=CC=C1)O)=O)C (2-(6-Aminopurin-9-ylmethyl)-3-(2-hydroxyphenyl)-5-methyl-3H-quinazolin-4-one). As a reaction SMILES: [NH2:1][C:2]1[N:10]=[CH:9][N:8]=[C:7]2[C:3]=1[N:4]=[CH:5][N:6]2[CH2:11][C:12]1[N:21]([C:22]2[CH:27]=[CH:26][CH:25]=[CH:24][C:23]=2[O:28]CC#C)[C:20](=[O:32])[C:19]2[C:14](=[CH:15][CH:16]=[CH:17][C:18]=2[CH3:33])[N:13]=1.C(Cl)C#C.C(=O)([O-])[O-].[K+].[K+].O>CN(C=O)C>[NH2:1][C:2]1[N:10]=[CH:9][N:8]=[C:7]2[C:3]=1[N:4]=[CH:5][N:6]2[CH2:11][C:12]1[N:21]([C:22]2[CH:27]=[CH:26][CH:25]=[CH:24][C:23]=2[OH:28])[C:20](=[O:32])[C:19]2[C:14](=[CH:15][CH:16]=[CH:17][C:18]=2[CH3:33])[N:13]=1 |f:2.3.4|. Procedure details: Compounds D-070C through D-070F were prepared according to the following scheme. 2-(6-Aminopurin-9-ylmethyl)-5-methyl-3-{2-(2-(1-methylpyrrolidin-2-yl)-ethoxy)-phenyl}-3H-quinazolin-4-one (D-070C) A mixture of D-070B (30 mg, 0.075 mmol), 2-(2-chloroethyl)-1-methylpyrrolidine hydrochloride (28 mg, 0.15 mmol), and potassium carbonate (50 mg, 0.36 mmol) in DMF (0.3 mL) was stirred at 80° C. for 16 hours. The solvent was removed in vacuo, then the residue was dissolved in DMSO/water (1 mL) and purif... Reactants: ClC1=C(C=C(C=C1)[N+](=O)[O-])CC(=O)NC1=C(OC=2C=C(C(C(=O)O)=CC2)C(=O)O)C=CC=C1 (4-{2-[2-(2-Chloro-5-nitrophenyl)acetylamino]phenoxy}phthalic acid), ClC1=C(C=C(C=C1)[N+](=O)[O-])CC(=O)NC1=C(OC=2C=C(C(C(=O)O)=CC2)C(=O)O)C=CC=C1 (4-{2-[2-(2-Chloro-5-nitrophenyl)acetylamino]phenoxy}phthalic acid), COC(C=1C(C(=O)OC)=CC(=CC1)OC1=C(C=CC=C1)NC(CC1=C(C=CC(=C1)[N+](=O)[O-])Cl)=O)=O (4-{2-[2-(2-chloro-5-nitrophenyl)acetylamino]phenoxy}phthalic acid dimethyl ester). Run in O (H2O). The product is [N+](=O)([O-])C1=C(C=CC=C1)CC(=O)NC1=C(OC=2C=C(C(C(=O)O)=CC2)C(=O)O)C=CC=C1 (4-{2-[2-(2-Nitrophenyl)acetylamino]phenoxy}phthalic acid). RXN SMILES: Cl[C:2]1[CH:7]=[CH:6][C:5]([N+]([O-])=O)=[CH:4][C:3]=1[CH2:11][C:12]([NH:14][C:15]1[CH:33]=[CH:32][CH:31]=[CH:30][C:16]=1[O:17][C:18]1[CH:19]=[C:20]([C:27]([OH:29])=[O:28])[C:21](=[CH:25][CH:26]=1)[C:22]([OH:24])=[O:23])=[O:13].COC(=O)C1C(=CC(OC2C=CC=CC=2NC(=O)CC2C=C([N+:63]([O-:65])=[O:64])C=CC=2Cl)=CC=1)C(OC)=O>O>[N+:63]([C:2]1[CH:7]=[CH:6][CH:5]=[CH:4][C:3]=1[CH2:11][C:12]([NH:14][C:15]1[CH:33]=[CH:32][CH:31]=[CH:30][C:16]=1[O:17][C:18]1[CH:19]=[C:20]([C:27]([OH:29])=[O:28])[C:21](=[CH:25][CH:26]=1)[C:22]([OH:24])=[O:23])=[O:13])([O-:65])=[O:64]. Procedure details: 4-{2-[2-(2-Chloro-5-nitrophenyl)acetylamino]phenoxy}phthalic acid (Compound 175) from 4-{2-[2-(2-chloro-5-nitrophenyl)acetylamino]phenoxy}phthalic acid dimethyl ester as white crystals (yield: 26 mg (74%)). Mp: 176-178.2° C. LC/MS: m/e 470 (MH+), 453 (MH+-H2O).